Dataset: the Open Reaction Database (ORD), a public repository of structured organic reaction records. Task: describe an organic reaction: reactants, conditions, products, and yield Reactants: COc1ccc(-c2nc(CCBr)nc3cc(OC)c(OC)cc23)cc1OC, CCNCC, ClCCl, O. Product: CCN(CC)CCc1nc(-c2ccc(OC)c(OC)c2)c2cc(OC)c(OC)cc2n1. As a reaction SMILES: [Br:1][CH2:2][CH2:3][c:4]1[n:5][c:6]2[cH:7][c:8]([O:26][CH3:27])[c:9]([O:24][CH3:25])[cH:10][c:11]2[c:12](-[c:14]2[cH:15][c:16]([O:22][CH3:23])[c:17]([O:20][CH3:21])[cH:18][cH:19]2)[n:13]1.[CH2:28]([CH3:29])[NH:30][CH2:31][CH3:32].[Cl:33][CH2:34][Cl:35].[OH2:36]>>[CH2:2]([CH2:3][c:4]1[n:5][c:6]2[cH:7][c:8]([O:26][CH3:27])[c:9]([O:24][CH3:25])[cH:10][c:11]2[c:12](-[c:14]2[cH:15][c:16]([O:22][CH3:23])[c:17]([O:20][CH3:21])[cH:18][cH:19]2)[n:13]1)[N:30]([CH2:28][CH3:29])[CH2:31][CH3:32]. The reactants are Cc1c(C(=O)O)oc2c(C(C)(C)C)cc(C(C)(C)C)c(O)c12, CCOC(C)=O, Cl, [Cu], c1ccc2ncccc2c1. Yields the product Cc1coc2c(C(C)(C)C)cc(C(C)(C)C)c(O)c12. As a reaction SMILES: [CH3:1][c:2]1[c:3]([C:20]([OH:21])=[O:22])[o:4][c:5]2[c:6]1[c:7]([OH:19])[c:8]([C:15]([CH3:16])([CH3:17])[CH3:18])[cH:9][c:10]2[C:11]([CH3:12])([CH3:13])[CH3:14].[CH3:34][CH2:35][O:36][C:37](=[O:38])[CH3:39].[ClH:33].[Cu:40].[cH:23]1[cH:24][c:25]2[c:26]([n:27][cH:28][cH:29][cH:30]2)[cH:31][cH:32]1>>[CH3:1][c:2]1[cH:3][o:4][c:5]2[c:6]1[c:7]([OH:19])[c:8]([C:15]([CH3:16])([CH3:17])[CH3:18])[cH:9][c:10]2[C:11]([CH3:12])([CH3:13])[CH3:14]. Starting materials: CN1N=C(C2=CC=CC=C12)CBr (1-methyl-3-bromomethyl-1H-indazole), O=C1CC(N(C2=C(N1CC(=O)N(C1=CC=C(C=C1)OC)C(C)C)C=CC=C2)C2=CC=CC=C2)=O (2-(2,4-dioxo-5-phenyl-2,3,4,5-tetrahydro-benzo[b][1,4]diazepin-1-yl)-N-isopropyl-N-(4-methoxy-phenyl) acetamide), Intermediate 4, solution. Solvent: CN(C)C=O (DMF), CN(C)C=O (DMF), C1(=CC=CC=C1)C (toluene). Reaction conditions: time 10 minute. Product: C(C)(C)N(C(CN1C2=C(N(C(C(C1=O)CC1=NN(C3=CC=CC=C13)C)=O)C1=CC=CC=C1)C=CC=C2)=O)C2=CC=C(C=C2)OC (N-Isopropyl-N-(4-methoxy-phenyl)-2-[3-(1-methyl-1H-indazol-3-ylmethyl)-2,4-dioxo-5-phenyl-2,3,4,5-tetrahydro-benzo[b][1,4]diazepin-1-yl]acetamide). Yield: 22.8%. RXN SMILES: [O:1]=[C:2]1[N:8]([CH2:9][C:10]([N:12]([CH:21]([CH3:23])[CH3:22])[C:13]2[CH:18]=[CH:17][C:16]([O:19][CH3:20])=[CH:15][CH:14]=2)=[O:11])[C:7]2[CH:24]=[CH:25][CH:26]=[CH:27][C:6]=2[N:5]([C:28]2[CH:33]=[CH:32][CH:31]=[CH:30][CH:29]=2)[C:4](=[O:34])[CH2:3]1.[CH3:35][N:36]1[C:44]2[C:39](=[CH:40][CH:41]=[CH:42][CH:43]=2)[C:38]([CH2:45]Br)=[N:37]1>CN(C=O)C.C1(C)C=CC=CC=1>[CH:21]([N:12]([C:13]1[CH:18]=[CH:17][C:16]([O:19][CH3:20])=[CH:15][CH:14]=1)[C:10](=[O:11])[CH2:9][N:8]1[C:2](=[O:1])[CH:3]([CH2:45][C:38]2[C:39]3[C:44](=[CH:43][CH:42]=[CH:41][CH:40]=3)[N:36]([CH3:35])[N:37]=2)[C:4](=[O:34])[N:5]([C:28]2[CH:29]=[CH:30][CH:31]=[CH:32][CH:33]=2)[C:6]2[CH:27]=[CH:26][CH:25]=[CH:24][C:7]1=2)([CH3:23])[CH3:22]. Procedure details: To a stirring solution of 330 mg (0.73 mmol) of 2-(2,4-dioxo-5-phenyl-2,3,4,5-tetrahydro-benzo[b][1,4]diazepin-1-yl)-N-isopropyl-N-(4-methoxy-phenyl) acetamide, prepared as in Intermediate 4, in 10 mL DMF at 0° C. is added dropwise over 5 min 1.75 mL (0.87 mmol, 1.1 equiv) of a 0.5M solution of KN(TMS)2 in toluene. The resulting solution is stirred 10 min, then a solution of 180 mg (1.18 mmol, 1.1 equiv) of 1-methyl-3-bromomethyl-1H-indazole in 3 mL DMF is added. The resulting solution is stirre... The reactants are C1(CCCCC1)NC(=O)C=1C(N(C2=NC=CC=C2C1O)CC1=CC=CC=C1)=O (1-Benzyl-4-hydroxy-2-oxo-1,2-dihydro-[1,8]-naphthyridine-3-carboxylic acid cyclohexylamide), O=P(Cl)(Cl)Cl (POCl3). Yields the product C(C1=CC=CC=C1)N1C(C(=C(C2=CC=CN=C12)Cl)C#N)=O (1-Benzyl-4-chloro-2-oxo-1,2-dihydro-[1,8]-naphthyridine-3-carbonitrile). The yield is 52.0%. RXN SMILES: C1([NH:7][C:8]([C:10]2[C:11](=[O:28])[N:12]([CH2:21][C:22]3[CH:27]=[CH:26][CH:25]=[CH:24][CH:23]=3)[C:13]3[C:18]([C:19]=2O)=[CH:17][CH:16]=[CH:15][N:14]=3)=O)CCCCC1.O=P(Cl)(Cl)[Cl:31]>>[CH2:21]([N:12]1[C:13]2[C:18](=[CH:17][CH:16]=[CH:15][N:14]=2)[C:19]([Cl:31])=[C:10]([C:8]#[N:7])[C:11]1=[O:28])[C:22]1[CH:27]=[CH:26][CH:25]=[CH:24][CH:23]=1. Reported procedure: A solution of 1-benzyl-4-hydroxy-2-oxo-1,2-dihydro-[1,8]-naphthyridine-3-carboxylic acid cyclohexylamide (7) (1.3 g, 3.44 mmol) in neat POCl3 was heated overnight at 90° C. The solution was cooled and the excess POCl3 was distilled under vacuum. The residue was suspended in water, basified by saturated NaHCO3 solution and extracted by dichloromethane. The combined organic phase washed subsequently by a saturated NaHCO3 solution, water and brine, dried over Na2SO4, and evaporated. The residue was... Reaction conditions: time 2 hour. RXN SMILES: [OH:1][C:2]1[CH:7]=[CH:6][N:5]=[CH:4][CH:3]=1.Cl[CH2:9][N:10]1[C:14](=[O:15])[C:13]2=[CH:16][CH:17]=[CH:18][CH:19]=[C:12]2[C:11]1=[O:20]>COCCOC>[C:11]1(=[O:20])[N:10]([CH2:9][O:1][C:2]2[CH:7]=[CH:6][N:5]=[CH:4][CH:3]=2)[C:14](=[O:15])[C:13]2=[CH:16][CH:17]=[CH:18][CH:19]=[C:12]12. Solvent: COCCOC (DME). Isolated yield 21.0%. Yields the product C1(C=2C(C(N1COC1=CC=NC=C1)=O)=CC=CC2)=O (4-(Phthalimidomethyloxy)pyridine). Procedure details: To a solution of 4.76 g (50 mmol) of 4-hydroxypyridine and 10.76 g (55 mmol) of N-chloromethylphthalimide in 80 ml of DME, 8.23 ml (55 mmol) of 1,8-diazabicyclo[5,4,0]-2-undecene was added. The mixture was stirred at room temperature for 2 hours. After the solvent was distilled off, the reaction mixture was poured into water and extracted with ethyl acetate. The precipitate was filtered off. The aqueous layer was further extracted with ethyl acetate. The organic layer was washed with water and d... The reactants are OC1=CC=NC=C1 (4-hydroxypyridine), ClCN1C(C=2C(C1=O)=CC=CC2)=O (N-chloromethylphthalimide), 1,8-diazabicyclo[5,4,0]-2-undecene.